From a dataset of the Open Reaction Database (ORD), a public repository of structured organic reaction records. describe an organic reaction: reactants, conditions, products, and yield Reactants: Clc1ccc2c(c1)NCC2, CN1CCN(c2ccc3ncnc(Cl)c3c2)CC1, ClCCCl, Cl, c1ccncc1. Product: CN1CCN(c2ccc3ncnc(N4CCc5ccc(Cl)cc54)c3c2)CC1. As a reaction SMILES: [Cl:20][c:21]1[cH:22][cH:23][c:24]2[c:28]([cH:29]1)[NH:27][CH2:26][CH2:25]2.[Cl:2][c:3]1[n:4][cH:5][n:6][c:7]2[cH:8][cH:9][c:10]([N:13]3[CH2:14][CH2:15][N:16]([CH3:19])[CH2:17][CH2:18]3)[cH:11][c:12]12.[Cl:36][CH2:37][CH2:38][Cl:39].[ClH:1].[cH:30]1[cH:31][cH:32][n:33][cH:34][cH:35]1>>[c:3]1([N:27]2[CH2:26][CH2:25][c:24]3[cH:23][cH:22][c:21]([Cl:20])[cH:29][c:28]32)[n:4][cH:5][n:6][c:7]2[cH:8][cH:9][c:10]([N:13]3[CH2:14][CH2:15][N:16]([CH3:19])[CH2:17][CH2:18]3)[cH:11][c:12]12. Reactants: NC1=C(C2=C(S1)C=CC=C2)C(=O)C2=CC=CC=C2 ((2-amino-benzo[b]thiophen-3-yl)-phenyl-methanone), FC(C(CC(C)=O)=O)(F)F (1,1,1-trifluoro-pentane-2,4-dione). Reagents/catalysts: S(O)(O)(=O)=O (sulfuric acid). Run in C(C)(=O)O (acetic acid). Run at temperature 100 celsius, time 10 minute. Product: FC(C(=O)C=1C(=C2C(=NC1C)SC1=C2C=CC=C1)C1=CC=CC=C1)(F)F (2,2,2-trifluoro-1-(2-methyl-4-phenyl-benzo[4,5]thieno[2,3-b]pyridin-3-yl)-ethanone). Yield: 16.6%. RXN SMILES: [NH2:1][C:2]1[S:6][C:5]2[CH:7]=[CH:8][CH:9]=[CH:10][C:4]=2[C:3]=1[C:11]([C:13]1[CH:18]=[CH:17][CH:16]=[CH:15][CH:14]=1)=O.[F:19][C:20]([F:28])([F:27])[C:21](=[O:26])[CH2:22][C:23](=O)[CH3:24]>C(O)(=O)C.S(=O)(=O)(O)O>[F:19][C:20]([F:28])([F:27])[C:21]([C:22]1[C:11]([C:13]2[CH:18]=[CH:17][CH:16]=[CH:15][CH:14]=2)=[C:3]2[C:4]3[CH:10]=[CH:9][CH:8]=[CH:7][C:5]=3[S:6][C:2]2=[N:1][C:23]=1[CH3:24])=[O:26]. Reported procedure: To a stirred solution of 32 mg (0.13 mmol) (2-amino-benzo[b]thiophen-3-yl)-phenyl-methanone (the preparation of which is described in example 11) in 2 ml acetic acid was added 0.016 ml (0.13 mmol) of 1,1,1-trifluoro-pentane-2,4-dione and one drop of sulfuric acid. The mixture was then stirred at 100° C. for 10 minutes in a microwave and then concentrated in vacuo. Flash chromatography (heptane/ethyl acetate 20:1) afforded 8 mg (17%) 2,2,2-trifluoro-1-(2-methyl-4-phenyl-benzo[4,5]thieno[2,3-b]pyr... Starting materials: C(=O)(OC)OC(=O)OC (Dimethyl dicarbonate), C(C1=CC=CC=C1)OC(=O)NC(C(=O)OC)=C1COC1 (methyl 2-(benzyloxycarbonylamino)-2-(oxetan-3-ylidene)acetate), [H][H] (hydrogen). The reagents and catalysts are [Pd] (Pd/C). Solvent: C(C)(=O)OCC (ethyl acetate), C(Cl)Cl (CH2Cl2). Conditions: time 8 hour. Product: COC(=O)NC(C(=O)OC)C1COC1 (methyl 2-(methoxycarbonylamino)-2-(oxetan-3-yl)acetate). The yield is 114.0%. RXN SMILES: [CH2:1]([O:8][C:9]([NH:11][C:12](=[C:17]1[CH2:20][O:19][CH2:18]1)[C:13]([O:15][CH3:16])=[O:14])=[O:10])C1C=CC=CC=1.C(OC(OC)=O)(OC)=O.[H][H]>C(OCC)(=O)C.C(Cl)Cl.[Pd]>[CH3:1][O:8][C:9]([NH:11][CH:12]([CH:17]1[CH2:20][O:19][CH2:18]1)[C:13]([O:15][CH3:16])=[O:14])=[O:10]. Procedure: A solution of methyl 2-(benzyloxycarbonylamino)-2-(oxetan-3-ylidene)acetate (intermediate LS28; Source: Moldes et al, Il Farmaco, 2001, 56, 609 and Wuitschik et al, Ang. Chem. Int. Ed. Engl, 2006, 45, 7736; 200 mg, 0.721 mmol) in ethyl acetate (7 mL) and CH2Cl2 (4.00 mL) was degassed by bubbling nitrogen for 10 min. Dimethyl dicarbonate (0.116 mL, 1.082 mmol) and Pd/C (20 mg, 0.019 mmol) were then added, the reaction mixture was fitted with a hydrogen balloon and allowed to stir at ambient tempe... Reactants: O=C([O-])[O-], Cc1ccccc1, CCO, [K+], [K+], Ic1cnn(C2CN3CCC2CC3)c1, O, OB(O)c1ccc2[nH]ccc2c1. The product is c1cc2cc(-c3cnn(C4CN5CCC4CC5)c3)ccc2[nH]1. RXN SMILES: [C:27](=[O:28])([O-:29])[O-:30].[CH3:33][c:34]1[cH:35][cH:36][cH:37][cH:38][cH:39]1.[CH3:40][CH2:41][OH:42].[K+:31].[K+:32].[N:1]12[CH2:2][CH:3]([n:9]3[n:10][cH:11][c:12]([I:14])[cH:13]3)[CH:4]([CH2:5][CH2:6]1)[CH2:7][CH2:8]2.[OH2:43].[nH:15]1[cH:16][cH:17][c:18]2[cH:19][c:20]([B:24]([OH:25])[OH:26])[cH:21][cH:22][c:23]12>>[N:1]12[CH2:2][CH:3]([n:9]3[n:10][cH:11][c:12](-[c:20]4[cH:19][c:18]5[cH:17][cH:16][nH:15][c:23]5[cH:22][cH:21]4)[cH:13]3)[CH:4]([CH2:5][CH2:6]1)[CH2:7][CH2:8]2. Reactants: FC1=C(C=CC=C1)C1=C2CC(NC2=CC=C1)=O (4-(2-fluoro-phenyl)-1,3-dihydro-indol-2-one), N1(CCCC1)CCNC(=O)C1=C(NC(=C1)C)C=O (2-formyl-5-methyl-1H-pyrrole-3-carboxylic acid (2-pyrrolidin-1-yl-ethyl)-amide). Reagents/catalysts: N1CCCCC1 (piperidine). Run in C(C)O (ethanol). Conditions: time 3 day. Product: N1(CCCC1)CCNC(=O)C1=C(NC(=C1)C)C=C1C(NC2=CC=CC(=C12)C1=C(C=CC=C1)F)=O (2-[4-(2-fluoro-phenyl)-2-oxo-1,2-dihydro-indol-3-ylidenemethyl]-5-methyl-1H-pyrrole-3-carboxylic acid (2-pyrrolidin-1-yl-ethyl)-amide). Isolated yield 50.9%. Reaction SMILES: [F:1][C:2]1[CH:7]=[CH:6][CH:5]=[CH:4][C:3]=1[C:8]1[CH:16]=[CH:15][CH:14]=[C:13]2[C:9]=1[CH2:10][C:11](=[O:17])[NH:12]2.[N:18]1([CH2:23][CH2:24][NH:25][C:26]([C:28]2[CH:32]=[C:31]([CH3:33])[NH:30][C:29]=2[CH:34]=O)=[O:27])[CH2:22][CH2:21][CH2:20][CH2:19]1>C(O)C.N1CCCCC1>[N:18]1([CH2:23][CH2:24][NH:25][C:26]([C:28]2[CH:32]=[C:31]([CH3:33])[NH:30][C:29]=2[CH:34]=[C:10]2[C:9]3[C:13](=[CH:14][CH:15]=[CH:16][C:8]=3[C:3]3[CH:4]=[CH:5][CH:6]=[CH:7][C:2]=3[F:1])[NH:12][C:11]2=[O:17])=[O:27])[CH2:22][CH2:21][CH2:20][CH2:19]1. Procedure: To a solution of 4-(2-fluoro-phenyl)-1,3-dihydro-indol-2-one (56.8 mg, 0.25 mmol) and 2-formyl-5-methyl-1H-pyrrole-3-carboxylic acid (2-pyrrolidin-1-yl-ethyl)-amide (64.8 mg, 0.26 mmol) in ethanol (2 mL) was added piperidine (3 drops). The reaction mixture was stirred at room temperature for three days. A yellow solid product was precipitated out, filtered, washed by ethanol for three times, and dried under high vacuum to provide pure product 2-[4-(2-fluoro-phenyl)-2-oxo-1,2-dihydro-indol-3-ylid... Starting materials: O (water), CSC1=NC=C2C(=N1)N=C(NC2=O)C2=C(C=CC=C2)OCCC (7-Methylthio-4-oxo-2-(2-propoxyphenyl)-3,4-dihydropyrimido[4,5-d]pyrimidine), CO (methanol), [H-].[Na+] (sodium hydride). The solvent is CS(=O)C (dimethylsulphoxide), C(C)(=O)O (acetic acid). Conditions: time 18 hour. Yields the product O=C1NC(=NC=2NC(N=CC21)=O)C2=C(C=CC=C2)OCCC (4,7-Dioxo-2-(2-propoxyphenyl)-3,4,7,8-tetrahydropyrimido[4,5-d]pyrimidine). Reaction SMILES: CS[C:3]1[N:8]=[C:7]2[N:9]=[C:10]([C:14]3[CH:19]=[CH:18][CH:17]=[CH:16][C:15]=3[O:20][CH2:21][CH2:22][CH3:23])[NH:11][C:12](=[O:13])[C:6]2=[CH:5][N:4]=1.C[OH:25].[H-].[Na+].O>CS(C)=O.C(O)(=O)C>[O:13]=[C:12]1[C:6]2[CH:5]=[N:4][C:3](=[O:25])[NH:8][C:7]=2[N:9]=[C:10]([C:14]2[CH:19]=[CH:18][CH:17]=[CH:16][C:15]=2[O:20][CH2:21][CH2:22][CH3:23])[NH:11]1 |f:2.3|. Procedure details: 7-Methylthio-4-oxo-2-(2-propoxyphenyl)-3,4-dihydropyrimido[4,5-d]pyrimidine (0.66 g) and methanol (0.26 g) were added to a stirring suspension of sodium hydride (0.38 g, 50% suspension in oil) in dry dimethylsulphoxide (15 ml). The mixture was stirred at ambient temperature for 1.5 hours and at 70°-80° C. for 18 hours. The cooled reaction mixture was poured into water (500 ml), then glacial acetic acid (0.46 ml) was added and the mixture was extracted with chloroform (20o ml and then 2×100 ml). ... Reactants: C1(=CC=CC=C1)C.C(C)(=O)OCC (toluene ethyl acetate), [N-]=[N+]=[N-].[K+] (Potassium azide), C1(=CC=C(C=C1)S(=O)(=O)OC=1C[C@H]2N(C1C(=O)OCC1=CC=CC=C1)C(C2)=O)C (benzyl 2-(p-toluenesulfonyloxy)-carbapen-2-em-3-carboxylate), 16-hexaoxacyclooctadecane. Run in C(C)#N (acetonitrile), ClCCl (dichloromethane). Run at time 1 hour. Yields the product C(C1=CC=CC=C1)OC(=O)C1=C(C[C@H]2N1C(C2)=O)N=[N+]=[N-] (benzyl-2-azido-carbapen-2-em-3-carboxylate). Yield: 66.9%. RXN SMILES: [N-:1]=[N+:2]=[N-:3].[K+].C1(C)C=CC(S(O[C:15]2[CH2:16][C@@H:17]3[CH2:31][C:30](=[O:32])[N:18]3[C:19]=2[C:20]([O:22][CH2:23][C:24]2[CH:29]=[CH:28][CH:27]=[CH:26][CH:25]=2)=[O:21])(=O)=O)=CC=1.C1(C)C=CC=CC=1.C(OCC)(=O)C>C(#N)C.ClCCl>[CH2:23]([O:22][C:20]([C:19]1[N:18]2[C:30](=[O:32])[CH2:31][C@H:17]2[CH2:16][C:15]=1[N:1]=[N+:2]=[N-:3])=[O:21])[C:24]1[CH:29]=[CH:28][CH:27]=[CH:26][CH:25]=1 |f:0.1,3.4|. Reported procedure: Potassium azide (11.6 mg, 143. micromol) was added to a stirred ambient temperature solution of benzyl 2-(p-toluenesulfonyloxy)-carbapen-2-em-3-carboxylate (20.0 mg, 48.4 micro mol) prepared according to the analogous procedure described in U.S. Pat. No. 4,424,230, hereby incorporated by reference for this particular purpose, and 1, 4, 7, 10, 13, 16-hexaoxacyclooctadecane (12.8 mg, 48.4 micro mol) in anhydrous acetonitrile (1.0 ml) and dichloromethane (0.2 ml). After 1 hour the mixture was appli... The reactants are COC=1C(=C(C(=CC1)[N+](=O)[O-])O)C (3-methoxy-2-methyl-6-nitrophenol), CCCBr (n-propyl bromide), [H-].[Na+] (NaH), CN(C)C=O (DMF). The solvent is O (H2O). Run at temperature 0 celsius, time 30 minute. Yields the product COC1=CC=C(C(=C1C)OCCC)[N+](=O)[O-] (6-Methoxy-2-propyloxy-3-nitrotoluene). Isolated yield 96.3%. RXN SMILES: [CH3:1][O:2][C:3]1[C:4]([CH3:13])=[C:5]([OH:12])[C:6]([N+:9]([O-:11])=[O:10])=[CH:7][CH:8]=1.[H-].[Na+].CN(C=O)C.[CH3:21][CH2:22][CH2:23]Br>O>[CH3:1][O:2][C:3]1[C:4]([CH3:13])=[C:5]([O:12][CH2:21][CH2:22][CH3:23])[C:6]([N+:9]([O-:11])=[O:10])=[CH:7][CH:8]=1 |f:1.2|. Procedure details: 2.0 g (10.93 mmol) of 3-methoxy-2-methyl-6-nitrophenol (prepared according to R. A. Raphael, P. Ravenscoft, J. Chem. Soc. Perkin Trans. I, (1988), 1823-1828) were added in portions under an argon atmosphere to a suspension of 525 mg (1 2.02 mmol) of NaH in 30 ml of abs. DMF cooled to 0° C. After stirring at 0° C. for 30 min, 1.17 ml (12.70 mmol) of n-propyl bromide were added dropwise. The reaction solution was stirred at 70° C. for 8 h. Subsequently, 70 ml of H2O were added with ice cooling, an... Reactants: ClC1=C(CN2CCC3(CN(CCO3)C(=O)C=3N=C(SC3)C(C)C)CC2)C=C(C=C1)CCO ((9-(2-Chloro-5-(2-hydroxyethyl)benzyl)-1-oxa-4,9-diazaspiro[5.5]undecan-4-yl)(2-isopropylthiazol-4-yl)methanone), CC(=O)OI1(C=2C=CC=CC2C(=O)O1)(OC(=O)C)OC(=O)C (Dess-Martin periodinane), FC(C(=O)O)(F)F (trifluoroacetic acid). Solvent: C(Cl)Cl (DCM), ice water. Run at time 5 minute. The product is ClC1=C(C=C(C=C1)CC=O)CN1CCC2(CN(CCO2)C(=O)C=2N=C(SC2)C(C)C)CC1 (2-(4-Chloro-3-((4-(2-isopropylthiazole-4-carbonyl)-1-oxa-4,9-diazaspiro[5.5]undecan-9-yl)methyl)phenyl)acetaldehyde). RXN SMILES: [Cl:1][C:2]1[CH:29]=[CH:28][C:27]([CH2:30][CH2:31][OH:32])=[CH:26][C:3]=1[CH2:4][N:5]1[CH2:25][CH2:24][C:8]2([O:13][CH2:12][CH2:11][N:10]([C:14]([C:16]3[N:17]=[C:18]([CH:21]([CH3:23])[CH3:22])[S:19][CH:20]=3)=[O:15])[CH2:9]2)[CH2:7][CH2:6]1.FC(F)(F)C(O)=O.CC(OI1(OC(C)=O)(OC(C)=O)OC(=O)C2C=CC=CC1=2)=O>C(Cl)Cl>[Cl:1][C:2]1[CH:29]=[CH:28][C:27]([CH2:30][CH:31]=[O:32])=[CH:26][C:3]=1[CH2:4][N:5]1[CH2:6][CH2:7][C:8]2([O:13][CH2:12][CH2:11][N:10]([C:14]([C:16]3[N:17]=[C:18]([CH:21]([CH3:22])[CH3:23])[S:19][CH:20]=3)=[O:15])[CH2:9]2)[CH2:24][CH2:25]1. Procedure: A solution of (9-(2-chloro-5-(2-hydroxyethyl)benzyl)-1-oxa-4,9-diazaspiro[5.5]undecan-4-yl)(2-isopropylthiazol-4-yl)methanone (example 61, step d) (0.230 g) in DCM (5 mL) was cooled in ice-water, treated with trifluoroacetic acid (0.074 mL) and stirred for 5 minutes. Dess-Martin periodinane (0.313 g) was added, then the mixture was removed from the cooling bath and stirred at room temperature for 40 minutes. The solution was diluted with saturated sodium thiosulphate solution (5 mL), saturated s...